This data is from the Open Reaction Database (ORD), a public repository of structured organic reaction records. The task is: describe an organic reaction: reactants, conditions, products, and yield Starting materials: COC(=O)c1ccc(C)cc1O[Si](C)(C)C(C)(C)C, ClC(Cl)(Cl)Cl, CC(C)(C#N)N=NC(C)(C)C#N, O=C1CCC(=O)N1Br, O. The product is COC(=O)c1ccc(CBr)cc1O[Si](C)(C)C(C)(C)C. As a reaction SMILES: [C:1]([CH3:2])([CH3:3])([CH3:4])[Si:5]([O:6][c:7]1[c:8]([C:9](=[O:10])[O:11][CH3:12])[cH:13][cH:14][c:15]([CH3:17])[cH:16]1)([CH3:18])[CH3:19].[C:41]([Cl:42])([Cl:43])([Cl:44])[Cl:45].[N:28]#[C:29][C:30]([N:31]=[N:32][C:33]([C:34]#[N:35])([CH3:36])[CH3:37])([CH3:38])[CH3:39].[O:20]=[C:21]1[N:22]([Br:27])[C:23](=[O:24])[CH2:25][CH2:26]1.[OH2:40]>>[C:1]([CH3:2])([CH3:3])([CH3:4])[Si:5]([O:6][c:7]1[c:8]([C:9](=[O:10])[O:11][CH3:12])[cH:13][cH:14][c:15]([CH2:17][Br:27])[cH:16]1)([CH3:18])[CH3:19]. Starting materials: Cl.Cl.CN(C1CCOCC1)C[C@@H]1CC[C@H](CC1)N (trans-4-[N-methyl-N-(tetrahydropyran-4-yl)aminomethyl]cyclohexylamine dihydrochloride), C1CCC2=NCCCN2CC1 (1,8-diazabicyclo[5,4,0]-7-undecene), CC1=NC2=CC=C(C=C2C=C1C(=O)O)C1=CC=C(C=C1)C (2-methyl-6-(4-methylphenyl)-quinoline-3-carboxylic acid), ON1N=NC2=C1C=CC=C2 (1-hydroxybenzotriazole), Cl.C(C)N=C=NCCCN(C)C (1-ethyl-3-(3-dimethylaminopropyl)carbodiimide hydrochloride). Run in C(C)#N (acetonitrile), C(C)N(CC)CC (triethylamine), C(C)#N (acetonitrile). Run at time 2 hour. Product: CC1=NC2=CC=C(C=C2C=C1C(=O)N[C@@H]1CC[C@H](CC1)CN(C1CCOCC1)C)C1=CC=C(C=C1)C (trans-2-methyl-6-(4-methylphenyl)-N-[4-[N-methyl-N-(tetrahydropyran-4-yl)aminomethyl]cyclohexyl]quinoline-3-carboxamide). The yield is 54.1%. As a reaction SMILES: [CH3:1][C:2]1[C:11]([C:12](O)=[O:13])=[CH:10][C:9]2[C:4](=[CH:5][CH:6]=[C:7]([C:15]3[CH:20]=[CH:19][C:18]([CH3:21])=[CH:17][CH:16]=3)[CH:8]=2)[N:3]=1.ON1C2C=CC=CC=2N=N1.Cl.C(N=C=NCCCN(C)C)C.Cl.Cl.[CH3:46][N:47]([CH2:54][C@H:55]1[CH2:60][CH2:59][C@H:58]([NH2:61])[CH2:57][CH2:56]1)[CH:48]1[CH2:53][CH2:52][O:51][CH2:50][CH2:49]1.C1CCN2C(=NCCC2)CC1>C(#N)C.C(N(CC)CC)C>[CH3:1][C:2]1[C:11]([C:12]([NH:61][C@H:58]2[CH2:57][CH2:56][C@H:55]([CH2:54][N:47]([CH3:46])[CH:48]3[CH2:53][CH2:52][O:51][CH2:50][CH2:49]3)[CH2:60][CH2:59]2)=[O:13])=[CH:10][C:9]2[C:4](=[CH:5][CH:6]=[C:7]([C:15]3[CH:16]=[CH:17][C:18]([CH3:21])=[CH:19][CH:20]=3)[CH:8]=2)[N:3]=1 |f:2.3,4.5.6|. Reported procedure: Into a suspension of 2-methyl-6-(4-methylphenyl)-quinoline-3-carboxylic acid (150 mg) and 1-hydroxybenzotriazole (109 mg) in acetonitrile (15 ml) was added at room temperature 1-ethyl-3-(3-dimethylaminopropyl)carbodiimide hydrochloride (156 mg), and the resulting mixture was stirred for 2 hours. Into the reaction mixture was added a solution of trans-4-[N-methyl-N-(tetrahydropyran-4-yl)aminomethyl]cyclohexylamine dihydrochloride (242 mg), 1,8-diazabicyclo[5,4,0]-7-undecene (246 mg) and triethyla...